From a dataset of the Open Reaction Database (ORD), a public repository of structured organic reaction records. describe an organic reaction: reactants, conditions, products, and yield The reactants are CC1(C2CN(CC12)C(CCC=1SC=CC1)=O)C=1C=C(C=CC1)NS(=O)(=O)C (N-(3-{6-methyl-3-[3-(2-thienyl)propanoyl]-3-azabicyclo[3.1.0]hex-6-yl}phenyl)methanesulfonamide), [H-].[Al+3].[Li+].[H-].[H-].[H-] (lithium aluminium hydride), O (water), C(O)([O-])=O.[Na+] (sodium hydrogen carbonate). Solvent: O1CCCC1 (tetrahydrofuran), C(C)(=O)OCC (ethyl acetate). Reaction conditions: time 2 hour. The product is CC1(C2CN(CC12)CCCC=1SC=CC1)C=1C=C(C=CC1)NS(=O)(=O)C (N-(3-{6-Methyl-3-[3-(2-thienyl)propyl]-3-azabicyclo[3.1.0]hex-6-yl}phenyl)methanesulfonamide). The yield is 70.5%. As a reaction SMILES: [CH3:1][C:2]1([C:17]2[CH:18]=[C:19]([NH:23][S:24]([CH3:27])(=[O:26])=[O:25])[CH:20]=[CH:21][CH:22]=2)[CH:7]2[CH:3]1[CH2:4][N:5]([C:8](=O)[CH2:9][CH2:10][C:11]1[S:12][CH:13]=[CH:14][CH:15]=1)[CH2:6]2.[H-].[Al+3].[Li+].[H-].[H-].[H-].O.C(=O)([O-])O.[Na+]>O1CCCC1.C(OCC)(=O)C>[CH3:1][C:2]1([C:17]2[CH:18]=[C:19]([NH:23][S:24]([CH3:27])(=[O:25])=[O:26])[CH:20]=[CH:21][CH:22]=2)[CH:7]2[CH:3]1[CH2:4][N:5]([CH2:8][CH2:9][CH2:10][C:11]1[S:12][CH:13]=[CH:14][CH:15]=1)[CH2:6]2 |f:1.2.3.4.5.6,8.9|. Procedure: To a solution of N-(3-{6-methyl-3-[3-(2-thienyl)propanoyl]-3-azabicyclo[3.1.0]hex-6-yl}phenyl)methanesulfonamide (Preparation 125, 200 mg, 0.49 mmol) in anhydrous tetrahydrofuran (7.5 ml) under a nitrogen atmosphere at 0° C. was added dropwise lithium aluminium hydride (1.0M solution in tetrahydrofuran, 0.99 ml, 0.99 mmol) and the mixture was stirred at room temperature for 2 h. The rapidly stirred reaction mixture was treated sequentially with water (1.0 ml), sodium hydrogen carbonate (1.0 g) a... Reactants: C(CCCC)[C@@H]1CC[C@H](CC1)C#C (trans-4-pentylcyclohexylacetylene), FC(C1=CC=C(C=C1)Br)(F)F (4-trifluoromethyl-bromobenzene). The reagents and catalysts are Pd(II), [Cu]I (CuI). Solvent: C(C)N(CC)CC (triethylamine), petroleum ether. Conditions: time 15 hour. Yields the product C(CCCC)[C@@H]1CC[C@H](CC1)C#CC1=CC=C(C=C1)C(F)(F)F (1-(trans-4-pentylcyclohexyl)-2-(4-trifluoromethylphenyl)acetylene). Reaction SMILES: [CH2:1]([C@H:6]1[CH2:11][CH2:10][C@H:9]([C:12]#[CH:13])[CH2:8][CH2:7]1)[CH2:2][CH2:3][CH2:4][CH3:5].[F:14][C:15]([F:24])([F:23])[C:16]1[CH:21]=[CH:20][C:19](Br)=[CH:18][CH:17]=1>[Cu]I.C(N(CC)CC)C>[CH2:1]([C@H:6]1[CH2:7][CH2:8][C@H:9]([C:12]#[C:13][C:19]2[CH:20]=[CH:21][C:16]([C:15]([F:24])([F:23])[F:14])=[CH:17][CH:18]=2)[CH2:10][CH2:11]1)[CH2:2][CH2:3][CH2:4][CH3:5]. Reported procedure: A mixture of 0.06 mol of trans-4-pentylcyclohexylacetylene, 0.06 mol of 4-trifluoromethyl-bromobenzene, 250 ml of triethylamine, 1.2 mmol of Pd(II) catalyst and 0.6 mmol of CuI is stirred at room temperature for 15 hours. The reaction mixture is diluted with petroleum ether and filtered. Evaporation and purification give 1-(trans-4-pentylcyclohexyl)-2-(4-trifluoromethylphenyl)acetylene of M.=43°. The reactants are C(C)(C)NC(C)C (diisopropyl amine), C(CCC)[Li] (butyllithium), hexanes, ClC1=C(SC=C1)[Si](C)(C)C ((3-Chlorothiophen-2-yl)trimethylsilane), B(OC)(OC)OC (trimethyl borate). Run in C1CCOC1 (THF), C1CCOC1 (THF). Conditions: temperature 0 celsius, time 5 minute. Product: ClC=1C=C(SC1[Si](C)(C)C)B(O)O (4-chloro-5-(trimethylsilyl)thiophen -2-ylboronic acid). RXN SMILES: C(NC(C)C)(C)C.C([Li])CCC.[Cl:13][C:14]1[CH:18]=[CH:17][S:16][C:15]=1[Si:19]([CH3:22])([CH3:21])[CH3:20].[B:23](OC)([O:26]C)[O:24]C>C1COCC1>[Cl:13][C:14]1[CH:18]=[C:17]([B:23]([OH:26])[OH:24])[S:16][C:15]=1[Si:19]([CH3:22])([CH3:21])[CH3:20]. Procedure details: To a solution of diisopropyl amine (1.8 ml, 13 mmol) at 0° C. in 50 mL anhdrous THF under nitrogen was added butyllithium, 2.5 M in hexanes (4.6 ml, 12 mmol). The solution was allowed to stir 5 min and then was cooled to −78° C. (3-Chlorothiophen-2-yl)trimethylsilane (2.0 g, 10 mmol) in 5 mL THF at RT was added slowly via cannula, dropwise, over about 10 min. The resulting solution was allowed to stir for 30 min, at which point trimethyl borate (2.4 ml, 21 mmol) was added dropwise. The solution ... The reactants are NC=1C=C2C=CNC2=CC1 (5-Amino-indole), C1(=CC=CC=C1)B(O)O (benzeneboronic acid), BrC1=CC2=NC=CC(=C2S1)Cl (2-bromo-7-chloro-thieno[3,2-b]pyridine), material. Run in ClC(C)Cl (dichloroethane), C(C)(C)(C)O (t-butylalcohol). Run at temperature 85 celsius. Yields the product N1C=CC2=CC(=CC=C12)NC1=C2C(=NC=C1)C=C(S2)C2=CC=CC=C2 ((1H-indol-5-yl)-(2-phenyl-thieno[3,2-b]pyridin-7-yl)-amine). Yield: 38.0%. Reaction SMILES: Br[C:2]1[S:10][C:9]2[C:4](=[N:5][CH:6]=[CH:7][C:8]=2Cl)[CH:3]=1.[NH2:12][C:13]1[CH:14]=[C:15]2[C:19](=[CH:20][CH:21]=1)[NH:18][CH:17]=[CH:16]2.[C:22]1(B(O)O)[CH:27]=[CH:26][CH:25]=[CH:24][CH:23]=1>ClC(Cl)C.C(O)(C)(C)C>[NH:18]1[C:19]2[C:15](=[CH:14][C:13]([NH:12][C:8]3[CH:7]=[CH:6][N:5]=[C:4]4[CH:3]=[C:2]([C:22]5[CH:27]=[CH:26][CH:25]=[CH:24][CH:23]=5)[S:10][C:9]=34)=[CH:21][CH:20]=2)[CH:16]=[CH:17]1. Reported procedure: In a sealed tube 2-bromo-7-chloro-thieno[3,2-b]pyridine (1.01 g, 4.08 mmol) was dissolved in 15 mL of dichloroethane and 15 mL of t-butylalcohol. 5-Amino-indole (540 mg, 4.08 mmol) was added, the tube was sealed, and the contents were heated at 85° C. for 36 hours. The solution was cooled and filtered, the solid washed with methylene chloride, and dried in vacuo to afford 1.96 g of crude product. A portion of the material (100 mg, 0.29 mmol) was coupled with benzeneboronic acid in a procedure an... The reactants are CCC(CC)CO, O=C(O)c1ccc([N+](=O)[O-])cc1, Cc1ccc(S(=O)(=O)O)cc1. Yields the product CCC(CC)COC(=O)c1ccc([N+](=O)[O-])cc1. As a reaction SMILES: [CH2:13]([CH3:14])[CH:15]([CH2:16][OH:17])[CH2:18][CH3:19].[N+:1](=[O:2])([O-:3])[c:4]1[cH:5][cH:6][c:7]([C:8](=[O:9])[OH:10])[cH:11][cH:12]1.[c:20]1([CH3:21])[cH:22][cH:23][c:24]([S:25]([OH:26])(=[O:27])=[O:28])[cH:29][cH:30]1>>[N+:1](=[O:2])([O-:3])[c:4]1[cH:5][cH:6][c:7]([C:8](=[O:9])[O:10][CH2:16][CH:15]([CH2:13][CH3:14])[CH2:18][CH3:19])[cH:11][cH:12]1. Reactants: C(C)(C)(C)OC(=O)N1CC2=CC(=C(C=C2C1)Cl)I (5-chloro-6-iodo-1,3-dihydro-isoindole-2-carboxylic acid tert-butyl ester), {35Cl}M H+, N1CCCCC1 (piperidine), {37Cl}M H+. Yields the product C(C)(C)(C)OC(=O)N1CC2=CC(=C(C=C2C1)Cl)N1CCCCC1 (5-Chloro-6-piperidin-1-yl-1,3-dihydro-isoindole-2-carboxylic acid tert-butyl ester). As a reaction SMILES: [C:1]([O:5][C:6]([N:8]1[CH2:16][C:15]2[C:10](=[CH:11][C:12](I)=[C:13]([Cl:17])[CH:14]=2)[CH2:9]1)=[O:7])([CH3:4])([CH3:3])[CH3:2].[NH:19]1[CH2:24][CH2:23][CH2:22][CH2:21][CH2:20]1>>[C:1]([O:5][C:6]([N:8]1[CH2:16][C:15]2[C:10](=[CH:11][C:12]([N:19]3[CH2:24][CH2:23][CH2:22][CH2:21][CH2:20]3)=[C:13]([Cl:17])[CH:14]=2)[CH2:9]1)=[O:7])([CH3:4])([CH3:3])[CH3:2]. Reported procedure: Prepared in analogy to Example A3(d) from 5-chloro-6-iodo-1,3-dihydro-isoindole-2-carboxylic acid tert-butyl ester (Example A3(c)) and piperidine. Yellow solid. MS (m/e): 339.1 ({37Cl}M+H+, 29%), 337.1 ({35Cl}M+H+, 100%). Starting materials: C1CCOC1, CCOC(=O)CCC1=CCCCC1, CO, [Li+], [OH-]. Yields the product O=C(O)CCC1=CCCCC1. RXN SMILES: [CH2:16]1[O:17][CH2:18][CH2:19][CH2:20]1.[CH2:3]([CH3:4])[O:5][C:6]([CH2:7][CH2:8][C:9]1=[CH:10][CH2:11][CH2:12][CH2:13][CH2:14]1)=[O:15].[CH3:21][OH:22].[Li+:2].[OH-:1]>>[O:5]=[C:6]([CH2:7][CH2:8][C:9]1=[CH:10][CH2:11][CH2:12][CH2:13][CH2:14]1)[OH:15]. Reactants: Cn1cncn1, C1CCOC1, CCOP(=O)(CCC(C)=O)OCC. Yields the product CCOP(=O)(CCC(C)(O)c1ncnn1C)OCC. RXN SMILES: [CH3:1][n:2]1[n:3][cH:4][n:5][cH:6]1.[O:20]1[CH2:21][CH2:22][CH2:23][CH2:24]1.[O:7]=[C:8]([CH2:9][CH2:10][P:11]([O:12][CH2:13][CH3:14])([O:15][CH2:16][CH3:17])=[O:18])[CH3:19]>>[CH3:1][n:2]1[n:3][cH:4][n:5][c:6]1[C:8]([OH:7])([CH2:9][CH2:10][P:11]([O:12][CH2:13][CH3:14])([O:15][CH2:16][CH3:17])=[O:18])[CH3:19]. Starting materials: products, [C@@H]1([C@H](O)[C@H](O)[C@@H](CO)O1)N1C(=O)NC(=O)C=C1 (uridine), C(CCC)[Sn](CCCC)=O (dibutyl tin oxide), C(CCC)[C@@]1([C@@H](O[C@@H]([C@H]1OCCCC)C(O)=[SnH2])N1C(=O)NC(=O)C=C1)O (2',3'-O-dibutylstannylene uridine), IC (iodomethane). The product is CO[C@H]1[C@@H](O[C@@H]([C@H]1O)CO)N1C(=O)NC(=O)C=C1 (2'-O-Methyluridine). RXN SMILES: [C@@H:1]1([N:10]2[CH:17]=[CH:16][C:14](=[O:15])[NH:13][C:11]2=[O:12])[O:9][C@H:6]([CH2:7][OH:8])[C@@H:4]([OH:5])[C@H:2]1[OH:3].[CH2:18]([Sn](=O)CCCC)CCC.C([C@@]1(O)[C@H](OCCCC)[C@@H](C(=[SnH2])O)O[C@H]1N1C=CC(=O)NC1=O)CCC.IC>>[CH3:18][O:3][C@@H:2]1[C@H:4]([OH:5])[C@@H:6]([CH2:7][OH:8])[O:9][C@H:1]1[N:10]1[CH:17]=[CH:16][C:14](=[O:15])[NH:13][C:11]1=[O:12]. Procedure details: As per the procedure of Example 49, uridine (8.5 g) was treated with dibutyl tin oxide (8.2 g, 1 eq). The resulting 2',3'-O-dibutylstannylene uridine was treated with iodomethane (16 ml) at 42° C. as per Example 50 to give a mixture of the 2' and 3' alkylated products (3.5 g) as a foam.